Dataset: the Open Reaction Database (ORD), a public repository of structured organic reaction records. Task: describe an organic reaction: reactants, conditions, products, and yield Starting materials: ClC1=CC(=C2C(=N1)N(C=N2)C(C)C)NCCC2=CC=C(C=C2)O (4-(2-(5-chloro-3-isopropyl-3H-imidazo[4,5-b]pyridin-7-ylamino)ethyl)phenol), FC=1C=C(C=NC1)B(O)O (5-fluoropyridin-3-ylboronic acid). The product is FC=1C=C(C=NC1)C1=CC(=C2C(=N1)N(C=N2)C(C)C)NCCC2=CC=C(C=C2)O (4-(2-(5-(5-fluoropyridin-3-yl)-3-isopropyl-3H-imidazo[4,5-b]pyridin-7-ylamino)ethyl)phenol). Reported procedure: Following the procedure of Example 161d, 4-(2-(5-chloro-3-isopropyl-3H-imidazo[4,5-b]pyridin-7-ylamino)ethyl)phenol (c) (15 mg, 0.047 mmol) was reacted with 5-fluoropyridin-3-ylboronic acid. The crude residue was purified preparative TLC (1:1 hexanes/ethyl acetate eluant) to afford the title compound as an off-white solid. Reaction SMILES: Cl[C:2]1[N:7]=[C:6]2[N:8]([CH:11]([CH3:13])[CH3:12])[CH:9]=[N:10][C:5]2=[C:4]([NH:14][CH2:15][CH2:16][C:17]2[CH:22]=[CH:21][C:20]([OH:23])=[CH:19][CH:18]=2)[CH:3]=1.[F:24][C:25]1[CH:26]=[C:27](B(O)O)[CH:28]=[N:29][CH:30]=1>>[F:24][C:25]1[CH:26]=[C:27]([C:2]2[N:7]=[C:6]3[N:8]([CH:11]([CH3:13])[CH3:12])[CH:9]=[N:10][C:5]3=[C:4]([NH:14][CH2:15][CH2:16][C:17]3[CH:22]=[CH:21][C:20]([OH:23])=[CH:19][CH:18]=3)[CH:3]=2)[CH:28]=[N:29][CH:30]=1.